Dataset: the Open Reaction Database (ORD), a public repository of structured organic reaction records. Task: describe an organic reaction: reactants, conditions, products, and yield The reactants are C(C)(C)N(C(C)C)CC (N,N-diisopropylethylamine), C(C)(C)(C)OC(=O)N1CC2=CC=CC=C2CC1C(NC(C(=O)N1CCN(CC1)C(CNC(CC)=O)C1=C(C=CC=C1)F)CC1=CC=C(C=C1)Cl)=O (3-(1-(4-Chloro-benzyl)-2-{4-[1-(2-fluoro-phenyl)-2-propionylamino-ethyl]-piperazin-1-yl}-2-oxo-ethylcarbamoyl)-3,4-dihydro-1H-isoquinoline-2-carboxylic acid tert-butyl ester), product, material, 0-(7-azabenzotriazole-1-yl)-N,N,N′,N′-tetramethyluronium hexafluorophosphate. Conditions: time 3 hour. The product is Cl.ClC1=CC=C(CC(C(=O)N2CCN(CC2)C(CNC(CC)=O)C2=C(C=CC=C2)F)NC(=O)C2NCC3=CC=CC=C3C2)C=C1 (1,2,3,4-Tetrahydro-isoquinoline-3-carboxylic acid (1-(4-chloro-benzyl)-2-{4-[1-(2-fluoro-phenyl)-2-propionylamino-ethyl]-piperazin-1-yl}-2-oxo-ethyl)-amide hydrochloride). Yield: 53.0%. RXN SMILES: C(OC([N:8]1[CH:17]([C:18](=[O:51])[NH:19][CH:20]([CH2:43][C:44]2[CH:49]=[CH:48][C:47]([Cl:50])=[CH:46][CH:45]=2)[C:21]([N:23]2[CH2:28][CH2:27][N:26]([CH:29]([C:36]3[CH:41]=[CH:40][CH:39]=[CH:38][C:37]=3[F:42])[CH2:30][NH:31][C:32](=[O:35])[CH2:33][CH3:34])[CH2:25][CH2:24]2)=[O:22])[CH2:16][C:15]2[C:10](=[CH:11][CH:12]=[CH:13][CH:14]=2)[CH2:9]1)=O)(C)(C)C.C(N(CC)C(C)C)(C)C>>[ClH:50].[Cl:50][C:47]1[CH:46]=[CH:45][C:44]([CH2:43][CH:20]([NH:19][C:18]([CH:17]2[CH2:16][C:15]3[C:10](=[CH:11][CH:12]=[CH:13][CH:14]=3)[CH2:9][NH:8]2)=[O:51])[C:21]([N:23]2[CH2:24][CH2:25][N:26]([CH:29]([C:36]3[CH:41]=[CH:40][CH:39]=[CH:38][C:37]=3[F:42])[CH2:30][NH:31][C:32](=[O:35])[CH2:33][CH3:34])[CH2:27][CH2:28]2)=[O:22])=[CH:49][CH:48]=1 |f:2.3|. Procedure: 3-(1-(4-Chloro-benzyl)-2-{4-[1-(2-fluoro-phenyl)-2-propionylamino-ethyl]-piperazin-1-yl}-2-oxo-ethylcarbamoyl)-3,4-dihydro-1H-isoquinoline-2-carboxylic acid tert-butyl ester: To a mixture of 0.30 g (0.65 mmol) of the product from Preparation SM3, 0.17 g (0.59 mmol) of material from part B and 0.25 g (0.65 mmol) of 0-(7-azabenzotriazole-1-yl)-N,N,N′,N′-tetramethyluronium hexafluorophosphate in 2 ml of dichlorormethane is added 0.11 mL (0.62 mmol) of N,N-diisopropylethylamine. The mixture is stirr...